From a dataset of the Open Reaction Database (ORD), a public repository of structured organic reaction records. describe an organic reaction: reactants, conditions, products, and yield Reactants: O=C(O)c1cc(Cl)ccc1Oc1cc(F)ccc1F, Cl, COC(=O)c1ccc(C(C)N)cc1. Product: COC(=O)c1ccc(C(C)NC(=O)c2cc(Cl)ccc2Oc2cc(F)ccc2F)cc1. As a reaction SMILES: [Cl:1][c:2]1[cH:3][cH:4][c:5]([O:11][c:12]2[c:13]([F:19])[cH:14][cH:15][c:16]([F:18])[cH:17]2)[c:6]([C:7](=[O:8])[OH:9])[cH:10]1.[ClH:20].[NH2:21][CH:22]([CH3:23])[c:24]1[cH:25][cH:26][c:27]([C:28](=[O:29])[O:30][CH3:31])[cH:32][cH:33]1>>[Cl:1][c:2]1[cH:3][cH:4][c:5]([O:11][c:12]2[c:13]([F:19])[cH:14][cH:15][c:16]([F:18])[cH:17]2)[c:6]([C:7](=[O:9])[NH:21][CH:22]([CH3:23])[c:24]2[cH:25][cH:26][c:27]([C:28](=[O:29])[O:30][CH3:31])[cH:32][cH:33]2)[cH:10]1. Starting materials: [2H]C([2H])([2H])S(=O)C([2H])([2H])[2H].[2H]O[2H] (DMSO-d6 D2O), ice, C(C1=CN=CC=C1)(=O)O (nicotinic acid), Cl.NCCC1=CC=C(C=C1)O (tyramine hydrochloride), C1(CCCCC1)N=C=NC1CCCCC1 (dicyclohexylcarbodiimide), C5, C6, C4, C2. The solvent is N1=CC=CC=C1 (pyridine), N1=CC=CC=C1 (pyridine), N1=CC=CC=C1 (pyridine), N1=CC=CC=C1 (pyridine). Reaction conditions: time 24 hour. The product is C(C1=CN=CC=C1)(=O)NCCC1=CC=C(C=C1)O (N-Nicotinoyltyramine). Reaction SMILES: [C:1]([OH:9])(=O)[C:2]1[CH:7]=[CH:6][CH:5]=[N:4][CH:3]=1.Cl.[NH2:11][CH2:12][CH2:13][C:14]1[CH:19]=[CH:18][C:17]([OH:20])=[CH:16][CH:15]=1.C1(N=C=NC2CCCCC2)CCCCC1.[2H]C(S(C([2H])([2H])[2H])=O)([2H])[2H].[2H]O[2H]>N1C=CC=CC=1>[C:1]([NH:11][CH2:12][CH2:13][C:14]1[CH:19]=[CH:18][C:17]([OH:20])=[CH:16][CH:15]=1)(=[O:9])[C:2]1[CH:7]=[CH:6][CH:5]=[N:4][CH:3]=1 |f:1.2,4.5|. Procedure: To an ice cold suspension of 3.69 g (0.03 mol) nicotinic acid in a solution of 5.2 g (0.03 mol) tyramine hydrochloride in 100 ml of pyridine, 6.18 g (0.03 mol) of dicyclohexylcarbodiimide (DCC) were gradually added while stirring. Stirring was continued at room temperature for 24 hrs and the formed dicyclohexylurea was removed by filtration. The pyridine was removed by distillation in vacuo and the residue was triturated with cold water, filtered and crystallized from 50% aqueous methanol. Yield... Starting materials: Oc1ccc(Br)nc1, C1CCOC1, CC(C)c1noc(N2CCC(CO)CC2)n1, CC(C)OC(=O)N=NC(=O)OC(C)C, c1ccc(P(c2ccccc2)c2ccccc2)cc1. Product: CC(C)c1noc(N2CCC(COc3ccc(Br)nc3)CC2)n1. Reaction SMILES: [Br:17][c:18]1[cH:19][cH:20][c:21]([OH:24])[cH:22][n:23]1.[CH2:58]1[O:59][CH2:60][CH2:61][CH2:62]1.[CH3:1][CH:2]([CH3:3])[c:4]1[n:5][o:6][c:7]([N:9]2[CH2:10][CH2:11][CH:12]([CH2:15][OH:16])[CH2:13][CH2:14]2)[n:8]1.[O:44]=[C:45]([O:46][CH:47]([CH3:48])[CH3:49])[N:50]=[N:51][C:52]([O:53][CH:54]([CH3:55])[CH3:56])=[O:57].[c:25]1([P:26]([c:27]2[cH:28][cH:29][cH:30][cH:31][cH:32]2)[c:33]2[cH:34][cH:35][cH:36][cH:37][cH:38]2)[cH:39][cH:40][cH:41][cH:42][cH:43]1>>[CH3:1][CH:2]([CH3:3])[c:4]1[n:5][o:6][c:7]([N:9]2[CH2:10][CH2:11][CH:12]([CH2:15][O:16][c:21]3[cH:20][cH:19][c:18]([Br:17])[n:23][cH:22]3)[CH2:13][CH2:14]2)[n:8]1. Reactants: N1(CCCC1)C(=O)C1=CC=C(C=C1)B(O)O ([4-(1-pyrrolidinylcarbonyl)phenyl]boronic acid), BrC1=CC=C(C=C1)OCC1CCN(CC1)C1=NC(=NO1)C(C)C (4-{[(4-Bromophenyl)oxy]methyl}-1-[3-(1-methylethyl)-1,2,4-oxadiazol-5-yl]piperidine), C(=O)([O-])[O-].[Na+].[Na+] (Na2CO3). Reagents/catalysts: C=1C=CC(=CC1)[P](C=2C=CC=CC2)(C=3C=CC=CC3)[Pd]([P](C=4C=CC=CC4)(C=5C=CC=CC5)C=6C=CC=CC6)([P](C=7C=CC=CC7)(C=8C=CC=CC8)C=9C=CC=CC9)[P](C=1C=CC=CC1)(C=1C=CC=CC1)C=1C=CC=CC1 (Pd(PPh3)4). The solvent is COCCOC (DME). Product: CC(C)C1=NOC(=N1)N1CCC(CC1)COC1=CC=C(C=C1)C1=CC=C(C=C1)C(=O)N1CCCC1 (1-[3-(1-Methylethyl)-1,2,4-oxadiazol-5-yl]-4-({[4′-(1-pyrrolidinylcarbonyl)-4-biphenylyl]oxy}methyl)piperidine). Isolated yield 4.2%. As a reaction SMILES: [N:1]1([C:6]([C:8]2[CH:13]=[CH:12][C:11](B(O)O)=[CH:10][CH:9]=2)=[O:7])[CH2:5][CH2:4][CH2:3][CH2:2]1.Br[C:18]1[CH:23]=[CH:22][C:21]([O:24][CH2:25][CH:26]2[CH2:31][CH2:30][N:29]([C:32]3[O:36][N:35]=[C:34]([CH:37]([CH3:39])[CH3:38])[N:33]=3)[CH2:28][CH2:27]2)=[CH:20][CH:19]=1.C([O-])([O-])=O.[Na+].[Na+]>C1C=CC([P]([Pd]([P](C2C=CC=CC=2)(C2C=CC=CC=2)C2C=CC=CC=2)([P](C2C=CC=CC=2)(C2C=CC=CC=2)C2C=CC=CC=2)[P](C2C=CC=CC=2)(C2C=CC=CC=2)C2C=CC=CC=2)(C2C=CC=CC=2)C2C=CC=CC=2)=CC=1.COCCOC>[CH3:39][CH:37]([C:34]1[N:33]=[C:32]([N:29]2[CH2:28][CH2:27][CH:26]([CH2:25][O:24][C:21]3[CH:20]=[CH:19][C:18]([C:11]4[CH:12]=[CH:13][C:8]([C:6]([N:1]5[CH2:5][CH2:4][CH2:3][CH2:2]5)=[O:7])=[CH:9][CH:10]=4)=[CH:23][CH:22]=3)[CH2:31][CH2:30]2)[O:36][N:35]=1)[CH3:38] |f:2.3.4,^1:49,51,70,89|. Procedure details: The title compound (4 mg, 4%) was prepared as a yellow solid from [4-(1-pyrrolidinylcarbonyl)phenyl]boronic acid (44 mg, 0.2 mmol), 4-{[(4-bromophenyl)oxy]methyl}-1-[3-(1-methylethyl)-1,2,4-oxadiazol-5-yl]piperidine (prepared as in Example 24, Step 1, 76 mg, 0.2 mmol), Pd(PPh3)4 (50 mg, 0.04 mmol), 2M Na2CO3 (1 mL) and DME (1 mL) in a manner similar to Example 1, Step 1, and worked up in a manner similar to Example 9, Step 3. 1H NMR (400 MHz, CDCl3): δ 7.58 (s, 4H), 7.53 (d, 2H, J=8.8 Hz), 6.96 ... Starting materials: Cc1cc(C)c(O)c(O)c1, Cc1cc(C)cc(O)c1, CC(=O)CC(C)C, OO, O=S(=O)(O)O. Yields the product Cc1cc(O)cc(C)c1O. As a reaction SMILES: [CH3:17][c:18]1[cH:19][c:20]([CH3:21])[cH:22][c:23]([OH:24])[c:25]1[OH:26].[CH3:1][c:2]1[cH:3][c:4]([CH3:5])[cH:6][c:7]([OH:8])[cH:9]1.[CH3:27][CH:28]([CH3:29])[CH2:30][C:31](=[O:32])[CH3:33].[OH:10][OH:11].[S:12]([OH:13])(=[O:14])(=[O:15])[OH:16]>>[CH3:1][c:2]1[c:3]([OH:13])[c:4]([CH3:5])[cH:6][c:7]([OH:8])[cH:9]1. Starting materials: Cl (hydrochloric acid), C(C)OC(C[C@@H]1C2=C(B(O1)O)C=C(C=C2C)OC)=O ((3R)-(1-hydroxy-6-methoxy-4-methyl-1,3-dihydro-benzo[c][1,2]oxaborol-3-yl)-acetic acid ethyl ester), [Li+].[OH-] (LiOH). Solvent: C1CCOC1 (THF), O (water). Conditions: time 3 hour. Product: OB1O[C@@H](C2=C1C=C(C=C2C)OC)CC(=O)O ((3R)-(1-hydroxy-6-methoxy-4-methyl-1,3-dihydro-benzo[c][1,2]oxaborol-3-yl)-acetic acid), solid. Yield: 74.0%. RXN SMILES: C([O:3][C:4](=[O:19])[CH2:5][C@H:6]1[O:10][B:9]([OH:11])[C:8]2[CH:12]=[C:13]([O:17][CH3:18])[CH:14]=[C:15]([CH3:16])[C:7]1=2)C.[Li+].[OH-].Cl>C1COCC1.O>[OH:11][B:9]1[C:8]2[CH:12]=[C:13]([O:17][CH3:18])[CH:14]=[C:15]([CH3:16])[C:7]=2[C@@H:6]([CH2:5][C:4]([OH:19])=[O:3])[O:10]1 |f:1.2|. Reported procedure: To a solution of (3R)-(1-hydroxy-6-methoxy-4-methyl-1,3-dihydro-benzo[c][1,2]oxaborol-3-yl)-acetic acid ethyl ester (0.68 g, 2.57 mmol) in THF (7 mL) was added a solution of LiOH (0.31 g, 12.87 mmol) in water (7 mL) at 0° C. The resulting mixture was stirred at room temperature for 3 hours then acidified to pH 2 using 6M hydrochloric acid and extracted with EtOAc. The organic extracts were washed with water, brine, dried over Na2SO4, and concentrated in vacuo. The residue was purified by silica ... The reactants are BrC1=CC=CC=C1 (bromobenzene), N[C@@H](CCSC)C=O (Metal), Cl (hydrochloric acid), C(CC)[C@@H]1CC[C@H](CC1)CCC1CCC(CC1)=O (4-(2-(trans-4-n-propylcyclohexyl)ethyl)cyclohexanone). Solvent: O1CCCC1 (THF), O1CCCC1 (THF), O1CCCC1 (tetrahydrofuran), O1CCCC1 (THF). Conditions: time 1 hour. Product: OC1(CCC(CC1)CC[C@@H]1CC[C@H](CC1)CCC)C1=CC=CC=C1 ((1-hydroxy-4-(2-(trans-4-n-propylcyclohexyl)ethyl)cyclohexyl)benzene). The yield is 90.7%. Reaction SMILES: N[C@H](C=O)CCSC.Br[C:10]1[CH:15]=[CH:14][CH:13]=[CH:12][CH:11]=1.[CH2:16]([C@H:19]1[CH2:24][CH2:23][C@H:22]([CH2:25][CH2:26][CH:27]2[CH2:32][CH2:31][C:30](=[O:33])[CH2:29][CH2:28]2)[CH2:21][CH2:20]1)[CH2:17][CH3:18].Cl>O1CCCC1>[OH:33][C:30]1([C:10]2[CH:15]=[CH:14][CH:13]=[CH:12][CH:11]=2)[CH2:31][CH2:32][CH:27]([CH2:26][CH2:25][C@H:22]2[CH2:21][CH2:20][C@H:19]([CH2:16][CH2:17][CH3:18])[CH2:24][CH2:23]2)[CH2:28][CH2:29]1. Procedure: Metal magnesium in an amount of 11.6 g was suspended in 100 ml of tetrahydrofuran (hereinafter referred to as THF) under nitrogen gas stream, and a solution prepared by dissolving 69 g of bromobenzene in 200 ml of THF was added dropwise in the suspension and then stirred at room temperature for 1 hour. A solution prepared by dissolving 100 g of 4-(2-(trans-4-n-propylcyclohexyl)ethyl)cyclohexanone in 300 ml of THF was added dropwise thereto and stirred at room temperature for 1 hour. After finish... The reactants are BrN1C(CCC1=O)=O (N-Bromosuccinimide), C(C=C)OC1=CC=C2C(C(=C(OC2=C1)C1CCN(CC1)C(CC)=O)C)=O (7-(Allyloxy)-3-methyl-2-(1-propanoylpiperidin-4-yl)-4H-chromen-4-one), O (Water). The solvent is CN(C=O)C (N,N-dimethylformamide). Run at time 5 hour. The product is BrC=1C(=CC=C2C(C(=C(OC12)C1CCN(CC1)C(CC)=O)C)=O)O (8-Bromo-7-hydroxy-3-methyl-2-(1-propanoylpiperidin-4-yl)-4H-chromen-4-one). Yield: 53.9%. RXN SMILES: [Br:1]N1C(=O)CCC1=O.C([O:12][C:13]1[CH:22]=[C:21]2[C:16]([C:17](=[O:34])[C:18]([CH3:33])=[C:19]([CH:23]3[CH2:28][CH2:27][N:26]([C:29](=[O:32])[CH2:30][CH3:31])[CH2:25][CH2:24]3)[O:20]2)=[CH:15][CH:14]=1)C=C.O>CN(C)C=O>[Br:1][C:22]1[C:13]([OH:12])=[CH:14][CH:15]=[C:16]2[C:21]=1[O:20][C:19]([CH:23]1[CH2:28][CH2:27][N:26]([C:29](=[O:32])[CH2:30][CH3:31])[CH2:25][CH2:24]1)=[C:18]([CH3:33])[C:17]2=[O:34]. Procedure: N-Bromosuccinimide (171 mg, 0.96 mmol) was added to a solution of 7-hydroxy-3-methyl-2-(1-propanoylpiperidin-4-yl)-4H-chromen-4-one (304 mg, 0.96 mmol) obtained in Example 31-3 in N,N-dimethylformamide (5 mL), and the mixture was stirred at room temperature for 5 hours. Water was added to the reaction solution, followed by extraction with ethyl acetate. The organic layer was washed with water and saturated brine and dried over anhydrous sodium sulfate, and then the solvent was distilled off unde...